This data is from the Open Reaction Database (ORD), a public repository of structured organic reaction records. The task is: describe an organic reaction: reactants, conditions, products, and yield Starting materials: O=C([O-])[O-], CCO, CC=O, Cl, [K+], [K+], O, CCOC(=O)C=Cc1ccc(C(=O)Cc2ccccc2)cc1. Product: CCOC(=O)C=Cc1ccc(C(=O)C(c2ccccc2)C(C)O)cc1. Reaction SMILES: [C:26](=[O:27])([O-:28])[O-:29].[CH3:33][CH2:34][OH:35].[CH:23]([CH3:24])=[O:25].[ClH:32].[K+:30].[K+:31].[OH2:36].[c:1]1([CH2:7][C:8](=[O:9])[c:10]2[cH:11][cH:12][c:13]([CH:14]=[CH:15][C:16](=[O:17])[O:18][CH2:19][CH3:20])[cH:21][cH:22]2)[cH:2][cH:3][cH:4][cH:5][cH:6]1>>[c:1]1([CH:7]([C:8](=[O:9])[c:10]2[cH:11][cH:12][c:13]([CH:14]=[CH:15][C:16](=[O:17])[O:18][CH2:19][CH3:20])[cH:21][cH:22]2)[CH:23]([CH3:24])[OH:25])[cH:2][cH:3][cH:4][cH:5][cH:6]1. Starting materials: CC=C(C)C, CC#N, c1ccccc1, O=C(Cn1cncn1)c1ccccc1. Yields the product CC1OC(Cn2cncn2)(c2ccccc2)C1(C)C. Reaction SMILES: [CH3:1][C:2]([CH3:3])=[CH:4][CH3:5].[CH3:20][C:21]#[N:22].[cH:23]1[cH:24][cH:25][cH:26][cH:27][cH:28]1.[n:6]1([CH2:11][C:12](=[O:13])[c:14]2[cH:15][cH:16][cH:17][cH:18][cH:19]2)[n:7][cH:8][n:9][cH:10]1>>[CH3:1][C:2]1([CH3:3])[CH:4]([CH3:5])[O:13][C:12]1([CH2:11][n:6]1[n:7][cH:8][n:9][cH:10]1)[c:14]1[cH:15][cH:16][cH:17][cH:18][cH:19]1. Starting materials: CC(C)(C)OC(=O)NCC(=O)O, ClCCCl, C1CCOC1, NC(=O)c1cccn1N. Product: CC(C)(C)OC(=O)NCC(=O)Nn1cccc1C(N)=O. RXN SMILES: [C:10]([CH3:11])([CH3:12])([CH3:13])[O:14][C:15](=[O:16])[NH:17][CH2:18][C:19](=[O:20])[OH:21].[CH2:22]([Cl:23])[CH2:24][Cl:25].[CH2:26]1[O:27][CH2:28][CH2:29][CH2:30]1.[NH2:1][n:2]1[c:3]([C:7](=[O:8])[NH2:9])[cH:4][cH:5][cH:6]1>>[NH:1]([n:2]1[c:3]([C:7](=[O:8])[NH2:9])[cH:4][cH:5][cH:6]1)[C:19]([CH2:18][NH:17][C:15]([O:14][C:10]([CH3:11])([CH3:12])[CH3:13])=[O:16])=[O:20]. Reactants: NC1=C(C=CC(=C1)C)C(=O)N1CCCC1 ((2-Amino-4-methylphenyl)(1-pyrrolidinyl)methanone), N1CCCC1 (pyrrolidine), CC1=CC2=C(C(OC(N2)=O)=O)C=C1 (7-methyl-2H-3,1-benzoxazine-2,4(1H)-dione). The product is N1C(=NCC1)CNC1=C(C=CC(=C1)C)C(=O)N1CCCC1 ({2-[(4,5-dihydro-1H-imidazol-2-ylmethyl)amino]-4-methylphenyl}(1-pyrrolidinyl)methanone). As a reaction SMILES: [NH2:1][C:2]1[CH:7]=[C:6]([CH3:8])[CH:5]=[CH:4][C:3]=1[C:9]([N:11]1[CH2:15][CH2:14][CH2:13][CH2:12]1)=[O:10].[NH:16]1[CH2:20][CH2:19][CH2:18][CH2:17]1.CC1C=CC2C(=O)OC(=O)[NH:29]C=2C=1>>[NH:16]1[CH2:20][CH2:19][N:29]=[C:17]1[CH2:18][NH:1][C:2]1[CH:7]=[C:6]([CH3:8])[CH:5]=[CH:4][C:3]=1[C:9]([N:11]1[CH2:15][CH2:14][CH2:13][CH2:12]1)=[O:10]. Procedure details: (2-Amino-4-methylphenyl)(1-pyrrolidinyl)methanone (prepared from pyrrolidine and 7-methyl-2H-3,1-benzoxazine-2,4(1H)-dione using the methods described in Example 17) and CMI were reacted using conditions described in the general procedure for CMI coupling to give {2-[(4,5-dihydro-1H-imidazol-2-ylmethyl)amino]-4-methylphenyl}(1-pyrrolidinyl)methanone. The reactants are CN(C)c1ccncc1, ClCCl, OCC1CCCO1, Cc1ccc(S(=O)(=O)Cl)cc1, c1ccncc1. Yields the product Cc1ccc(S(=O)(=O)OCC2CCCO2)cc1. Reaction SMILES: [CH3:28][N:29]([CH3:30])[c:31]1[cH:32][cH:33][n:34][cH:35][cH:36]1.[Cl:19][CH2:20][Cl:21].[O:1]1[CH:2]([CH2:6][OH:7])[CH2:3][CH2:4][CH2:5]1.[c:8]1([CH3:18])[cH:9][cH:10][c:11]([S:14](=[O:15])(=[O:16])[Cl:17])[cH:12][cH:13]1.[cH:22]1[cH:23][cH:24][n:25][cH:26][cH:27]1>>[O:1]1[CH:2]([CH2:6][O:7][S:14]([c:11]2[cH:10][cH:9][c:8]([CH3:18])[cH:13][cH:12]2)(=[O:15])=[O:16])[CH2:3][CH2:4][CH2:5]1. Reactants: ClC=1C=C(C=C(C1)Cl)C1(CN(CC1)C1=CC(=C(C=C1)CN)C(F)(F)F)C(F)(F)F (1-{4-[3-(3,5-Dichlorophenyl)-3-(trifluoromethyl)pyrrolidin-1-yl]-2-(trifluoro-methyl)phenyl}methanamine), ClC1=NC=C(C(=O)Cl)C=C1 (6-chloronicotinic acid chloride), C(Cl)Cl (methylene chloride), N1=CC=CC=C1 (pyridine). Run at time 1 hour. The product is ClC1=CC=C(C=N1)CC(=O)NCC1=C(C=C(C=C1)N1CC(CC1)(C(F)(F)F)C1=CC(=CC(=C1)Cl)Cl)C(F)(F)F (6-chloro-N-{4-[3-(3,5-dichlorophenyl)-3-(trifluoro-methyl)-pyrrolidin-1-yl]-2-(trifluoromethyl)benzyl}pyridine-3-carboxyamide). As a reaction SMILES: [Cl:1][C:2]1[CH:3]=[C:4]([C:9]2([C:26]([F:29])([F:28])[F:27])[CH2:13][CH2:12][N:11]([C:14]3[CH:19]=[CH:18][C:17]([CH2:20][NH2:21])=[C:16]([C:22]([F:25])([F:24])[F:23])[CH:15]=3)[CH2:10]2)[CH:5]=[C:6]([Cl:8])[CH:7]=1.ClC1C=C[C:34]([C:35](Cl)=[O:36])=CN=1.[N:40]1[CH:45]=[CH:44][CH:43]=[CH:42][CH:41]=1.C(Cl)[Cl:47]>>[Cl:47][C:45]1[N:40]=[CH:41][C:42]([CH2:34][C:35]([NH:21][CH2:20][C:17]2[CH:18]=[CH:19][C:14]([N:11]3[CH2:12][CH2:13][C:9]([C:4]4[CH:5]=[C:6]([Cl:8])[CH:7]=[C:2]([Cl:1])[CH:3]=4)([C:26]([F:29])([F:28])[F:27])[CH2:10]3)=[CH:15][C:16]=2[C:22]([F:23])([F:24])[F:25])=[O:36])=[CH:43][CH:44]=1. Procedure details: 1-{4-[3-(3,5-Dichlorophenyl)-3-(trifluoromethyl)pyrrolidin-1-yl]-2-(trifluoro-methyl)phenyl}methanamine (0.1 g) and 6-chloronicotinic acid chloride (0.04 g) were dissolved in methylene chloride (5 mL), and then pyridine (0.03 g) was added thereto. The resulting mixture was stirred at room temperature for one hour. The solvent was evaporated off under reduced pressure, and the residue was then purified by a column chromatography to obtain the title compound (0.1 g). The reactants are C(N)(=O)C1=C(OC(CCC(=O)OCC)C2=CC=CC=C2)C=C(C=C1)OCC1=CC=CC=C1 (ethyl (RS)-4-(2-carbamoyl-5-benzyloxyphenoxy)-4-phenylbutanoate). Solvent: C(C)(=O)OC(C)=O (acetic anhydride). Yields the product C(#N)C1=C(OC(CCC(=O)OCC)C2=CC=CC=C2)C=C(C=C1)OCC1=CC=CC=C1 (ethyl (RS)-4-(2-cyano-5-benzyloxyphenoxy)-4-phenylbutanoate). Yield: 32.9%. As a reaction SMILES: [C:1]([C:4]1[CH:24]=[CH:23][C:22]([O:25][CH2:26][C:27]2[CH:32]=[CH:31][CH:30]=[CH:29][CH:28]=2)=[CH:21][C:5]=1[O:6][CH:7]([C:15]1[CH:20]=[CH:19][CH:18]=[CH:17][CH:16]=1)[CH2:8][CH2:9][C:10]([O:12][CH2:13][CH3:14])=[O:11])(=O)[NH2:2]>C(OC(=O)C)(=O)C>[C:1]([C:4]1[CH:24]=[CH:23][C:22]([O:25][CH2:26][C:27]2[CH:32]=[CH:31][CH:30]=[CH:29][CH:28]=2)=[CH:21][C:5]=1[O:6][CH:7]([C:15]1[CH:20]=[CH:19][CH:18]=[CH:17][CH:16]=1)[CH2:8][CH2:9][C:10]([O:12][CH2:13][CH3:14])=[O:11])#[N:2]. Procedure details: A mixture of ethyl (RS)-4-(2-carbamoyl-5-benzyloxyphenoxy)-4-phenylbutanoate (1.9 g) and acetic anhydride (50 mL) is stirred at reflux for 2 hours. The reaction mixture is evaporated to low bulk and the residue is dissolved in ethyl acetate (50 mL). This solution is washed with aqueous sodium hydrogen carbonate and water, dried, and evaporated. Flash chromatography, eluting with a mixture of cyclohexane and dichloromethane (15:85 v/v), gives ethyl (RS)-4-(2-cyano-5-benzyloxyphenoxy)-4-phenylbuta...